Dataset: the Open Reaction Database (ORD), a public repository of structured organic reaction records. Task: describe an organic reaction: reactants, conditions, products, and yield The reactants are Cl.CN1CC(CCC1)C(=O)O (1-methyl-3-piperidinecarboxylic acid hydrochloride), C(C)(C)N(CCCC(=O)OCC)C(C)C (ethyl 4-diisopropylaminobutyrate), Cl (hydrochloric acid). The product is Cl.C(C)(C)N(CCCC(=O)O)C(C)C (4-Diisopropylaminobutyric acid hydrochloride). As a reaction SMILES: [ClH:1].CN1CCCC(C(O)=O)C1.[CH:12]([N:15]([CH:24]([CH3:26])[CH3:25])[CH2:16][CH2:17][CH2:18][C:19]([O:21]CC)=[O:20])([CH3:14])[CH3:13].Cl>>[ClH:1].[CH:24]([N:15]([CH:12]([CH3:14])[CH3:13])[CH2:16][CH2:17][CH2:18][C:19]([OH:21])=[O:20])([CH3:26])[CH3:25] |f:0.1,4.5|. Procedure: 4-Diisopropylaminobutyric acid hydrochloride may be obtained by working according to the method described in Example 4 for the preparation of 1-methyl-3-piperidinecarboxylic acid hydrochloride, but starting with ethyl 4-diisopropylaminobutyrate (9.2 g) and 6 N aqueous hydrochloric acid solution (28.5 cc) and by heating for 6 hours under reflux. 4-Diisopropylaminobutyric acid hydrochloride (8 g), m.p. 136° C., is thereby obtained. Reactants: C1(=CC=CC=C1)P(=O)(C1=CC=CC=C1)N=[N+]=[N-] (Diphenylphosphoryl azide), N12CCCCCC2=NCCC1 (1,8-Diazabicyclo(5.4.0)undec-7-ene), COC=1C=C(C=C(C1)[N+](=O)[O-])CO ((3-methoxy-5-nitrophenyl)methanol). Run in C1(=CC=CC=C1)C (toluene). Conditions: time 8 hour. The product is N(=[N+]=[N-])CC1=CC(=CC(=C1)[N+](=O)[O-])OC (1-(azidomethyl)-3-methoxy-5-nitrobenzene). The yield is 100.0%. As a reaction SMILES: C1(P([N:15]=[N+:16]=[N-:17])(C2C=CC=CC=2)=O)C=CC=CC=1.N12CCCN=C1CCCCC2.[CH3:29][O:30][C:31]1[CH:32]=[C:33]([CH2:40]O)[CH:34]=[C:35]([N+:37]([O-:39])=[O:38])[CH:36]=1>C1(C)C=CC=CC=1>[N:15]([CH2:40][C:33]1[CH:34]=[C:35]([N+:37]([O-:39])=[O:38])[CH:36]=[C:31]([O:30][CH3:29])[CH:32]=1)=[N+:16]=[N-:17]. Reported procedure: Diphenylphosphoryl azide (0.316 ml, 0.4 g, 1.46 ml, 1.1 eq) and 1,8-Diazabicyclo(5.4.0)undec-7-ene (0.219 ml, 0.22 g, 1.46 mmol, 1.1 eq) were added to a stirred solution of (3-methoxy-5-nitrophenyl)methanol in 10 ml anhydrous toluene under Ar. After stirring overnight the solvent was removed in vacuo. Purification via flash chromatography yielded 0.278 g (1.34 mmol, 100% yield) of 1-(azidomethyl)-3-methoxy-5-nitrobenzene.